describe an organic reaction: reactants, conditions, products, and yield From a dataset of the Open Reaction Database (ORD), a public repository of structured organic reaction records. The reactants are C(C)(=O)N1CCC2=CC(=C(C=C12)Br)O (1-acetyl-6-bromo-2,3-dihydro-1H-indol-5-ol), N1=CC=C(C=C1)CCO (2-(4-pyridyl)ethanol), 8a. The product is C(C)(=O)N1CCC2=CC(=C(C=C12)Br)OCCC1=CC=NC=C1 (1-Acetyl-6-bromo-2,3-dihydro-5-[2-(4-pyridyl)ethoxy]-1H-indole). Yield: 84.0%. RXN SMILES: [C:1]([N:4]1[C:12]2[C:7](=[CH:8][C:9]([OH:14])=[C:10]([Br:13])[CH:11]=2)[CH2:6][CH2:5]1)(=[O:3])[CH3:2].[N:15]1[CH:20]=[CH:19][C:18]([CH2:21][CH2:22]O)=[CH:17][CH:16]=1>>[C:1]([N:4]1[C:12]2[C:7](=[CH:8][C:9]([O:14][CH2:22][CH2:21][C:18]3[CH:19]=[CH:20][N:15]=[CH:16][CH:17]=3)=[C:10]([Br:13])[CH:11]=2)[CH2:6][CH2:5]1)(=[O:3])[CH3:2]. Reported procedure: This was prepared from 1-acetyl-6-bromo-2,3-dihydro-1H-indol-5-ol (Tetrahedron 1973, 29(8), 1115) and 2-(4-pyridyl)ethanol (D65), following the procedure of Description 8a. This gave the title compound (84%), as a yellow solid.